This data is from the Open Reaction Database (ORD), a public repository of structured organic reaction records. The task is: describe an organic reaction: reactants, conditions, products, and yield Reactants: ClC1=NC2=CC=C(C=C2N=C1)Cl (2,6-dichloroquinoxaline), OC1=CC=C(OC(C(=CC(=O)OC)OC)C)C=C1 (methyl 4-(4-hydroxyphenoxy)-3-methoxy-2-pentenoate). The product is ClC=1C=C2N=CC(=NC2=CC1)OC1=CC=C(OC(C(=CC(=O)OC)OC)C)C=C1 (methyl 4-[4-(6-chloro-2-quinoxalyloxy)phenoxy]-3-methoxy-2-pentenoate). RXN SMILES: Cl[C:2]1[CH:11]=[N:10][C:9]2[C:4](=[CH:5][CH:6]=[C:7]([Cl:12])[CH:8]=2)[N:3]=1.[OH:13][C:14]1[CH:30]=[CH:29][C:17]([O:18][CH:19]([CH3:28])[C:20]([O:26][CH3:27])=[CH:21][C:22]([O:24][CH3:25])=[O:23])=[CH:16][CH:15]=1>>[Cl:12][C:7]1[CH:8]=[C:9]2[C:4](=[CH:5][CH:6]=1)[N:3]=[C:2]([O:13][C:14]1[CH:15]=[CH:16][C:17]([O:18][CH:19]([CH3:28])[C:20]([O:26][CH3:27])=[CH:21][C:22]([O:24][CH3:25])=[O:23])=[CH:29][CH:30]=1)[CH:11]=[N:10]2. Procedure: The procedure of Example 37 is repeated using 2,6-dichloroquinoxaline and methyl 4-(4-hydroxyphenoxy)-3-methoxy-2-pentenoate as the starting materials to yield methyl 4-[4-(6-chloro-2-quinoxalyloxy)phenoxy]-3-methoxy-2-pentenoate which is treated with 35% HClO4 to yield the 3-oxo ester. Methyl 4-[4-(6-chloro-2-quinoxalyloxy)phenoxy]-3-oxopentanoate. Reactants: BrC=1C=C(C(=NC1)C(C(=O)OC)C(=O)OC)[N+](=O)[O-] (dimethyl 2-(5-bromo-3-nitropyridin-2-yl)malonate), [Cl-].[Li+] (lithium chloride). The solvent is O (water). Yields the product BrC=1C=C(C(=NC1)CC(=O)OC)[N+](=O)[O-] (Methyl 2-(5-bromo-3-nitropyridin-2-yl)acetate). Reaction SMILES: [Br:1][C:2]1[CH:3]=[C:4]([N+:17]([O-:19])=[O:18])[C:5]([CH:8](C(OC)=O)[C:9]([O:11][CH3:12])=[O:10])=[N:6][CH:7]=1.[Cl-].[Li+]>O>[Br:1][C:2]1[CH:3]=[C:4]([N+:17]([O-:19])=[O:18])[C:5]([CH2:8][C:9]([O:11][CH3:12])=[O:10])=[N:6][CH:7]=1 |f:1.2|. Reported procedure: Prepared according to procedure H using dimethyl 2-(5-bromo-3-nitropyridin-2-yl)malonate (35 g, 105 mmol), lithium chloride (22.27 g, 525 mmol) and water (50 mL) and heating at reflux for 24 h. After purification methyl 2-(5-bromo-3-nitropyridin-2-yl)acetate was obtained as brown oil. Mass Spectrum (ESI) m/e=275 [(M+1) (79Br)] and 277 [(M+1) (81Br)]. The reactants are CC(C)(C)O, CC=C(C)C, COc1ccc(OC(F)(F)F)cc1C=O, [O-][Cl+][O-], [Na+], [Na+], [Na+], [OH-], O, O, O=P([O-])(O)O. Product: COc1ccc(OC(F)(F)F)cc1C(=O)O. As a reaction SMILES: [C:34]([OH:35])([CH3:36])([CH3:37])[CH3:38].[CH3:16][C:17](=[CH:18][CH3:19])[CH3:20].[CH3:1][O:2][c:3]1[c:4]([CH:5]=[O:6])[cH:7][c:8]([O:11][C:12]([F:13])([F:14])[F:15])[cH:9][cH:10]1.[Cl+:28]([O-:29])[O-:30].[Na+:27].[Na+:31].[Na+:33].[OH-:32].[OH2:21].[OH2:39].[P:22](=[O:23])([O-:24])([OH:25])[OH:26]>>[CH3:1][O:2][c:3]1[c:4]([C:5](=[O:6])[OH:23])[cH:7][c:8]([O:11][C:12]([F:13])([F:14])[F:15])[cH:9][cH:10]1. Starting materials: NC1CC1, O=[N+]([O-])c1c(Cl)ncnc1N1CCc2ccccc2CC1, C1CCOC1. Product: O=[N+]([O-])c1c(NC2CC2)ncnc1N1CCc2ccccc2CC1. As a reaction SMILES: [CH:22]1([NH2:25])[CH2:23][CH2:24]1.[Cl:1][c:2]1[c:3]([N+:19](=[O:20])[O-:21])[c:4]([N:8]2[CH2:9][CH2:10][c:11]3[c:12]([cH:15][cH:16][cH:17][cH:18]3)[CH2:13][CH2:14]2)[n:5][cH:6][n:7]1.[O:26]1[CH2:27][CH2:28][CH2:29][CH2:30]1>>[c:2]1([NH:25][CH:22]2[CH2:23][CH2:24]2)[c:3]([N+:19](=[O:20])[O-:21])[c:4]([N:8]2[CH2:9][CH2:10][c:11]3[c:12]([cH:15][cH:16][cH:17][cH:18]3)[CH2:13][CH2:14]2)[n:5][cH:6][n:7]1.